From a dataset of the Open Reaction Database (ORD), a public repository of structured organic reaction records. describe an organic reaction: reactants, conditions, products, and yield Reactants: CCOC(=O)C=Cc1ccc(NC(=O)c2cc([Si](C)(C)C)cc([Si](C)(C)C)c2)nc1, CCOC(=O)C=Cc1ccc(N)cc1. Yields the product CCOC(=O)C=Cc1ccc(NC(=O)c2cc([Si](C)(C)C)cc([Si](C)(C)C)c2)cc1. Reaction SMILES: [CH3:15][Si:16]([c:17]1[cH:18][c:19]([C:20](=[O:21])[NH:22][c:23]2[n:24][cH:25][c:26]([CH:27]=[CH:28][C:29]([O:30][CH2:31][CH3:32])=[O:33])[cH:34][cH:35]2)[cH:36][c:37]([Si:39]([CH3:40])([CH3:41])[CH3:42])[cH:38]1)([CH3:43])[CH3:44].[NH2:1][c:2]1[cH:3][cH:4][c:5]([CH:6]=[CH:7][C:8](=[O:9])[O:10][CH2:11][CH3:12])[cH:13][cH:14]1>>[NH:1]([c:2]1[cH:3][cH:4][c:5]([CH:6]=[CH:7][C:8](=[O:9])[O:10][CH2:11][CH3:12])[cH:13][cH:14]1)[C:20]([c:19]1[cH:18][c:17]([Si:16]([CH3:15])([CH3:43])[CH3:44])[cH:38][c:37]([Si:39]([CH3:40])([CH3:41])[CH3:42])[cH:36]1)=[O:21]. Procedure: Prepared as described above in Example 11 starting from 4-chloro-6-(2-fluoro-phenylamino)-2-methylsulfanyl-pyrimidine-5-carbaldehyde and 2-fluorophenylboronic acid to give the title compound 4-(2-fluoro-phenyl)-6-(2-fluoro-phenylamino)-2-methylsulfanyl-pyrimidine-5-carbaldehyde. 1H-NMR: δ0.61 (s, 3H), 7.11-7.23 (m, 4H), 7.26 (m, 1H), 7.45-7.62 (m, 2H), 8.38 (m, 1H), 9.80 (s, 1H), 11.33 (br s, 1H). LC MS (m/e)=358 (MH+). The product is FC1=C(C=CC=C1)C1=NC(=NC(=C1C=O)NC1=C(C=CC=C1)F)SC (4-(2-fluoro-phenyl)-6-(2-fluoro-phenylamino)-2-methylsulfanyl-pyrimidine-5-carbaldehyde). Starting materials: ClC1=NC(=NC(=C1C=O)NC1=C(C=CC=C1)F)SC (4-chloro-6-(2-fluoro-phenylamino)-2-methylsulfanyl-pyrimidine-5-carbaldehyde), FC1=C(C=CC=C1)B(O)O (2-fluorophenylboronic acid). As a reaction SMILES: Cl[C:2]1[C:7]([CH:8]=[O:9])=[C:6]([NH:10][C:11]2[CH:16]=[CH:15][CH:14]=[CH:13][C:12]=2[F:17])[N:5]=[C:4]([S:18][CH3:19])[N:3]=1.[F:20][C:21]1[CH:26]=[CH:25][CH:24]=[CH:23][C:22]=1B(O)O>>[F:20][C:21]1[CH:26]=[CH:25][CH:24]=[CH:23][C:22]=1[C:2]1[C:7]([CH:8]=[O:9])=[C:6]([NH:10][C:11]2[CH:16]=[CH:15][CH:14]=[CH:13][C:12]=2[F:17])[N:5]=[C:4]([S:18][CH3:19])[N:3]=1. The reactants are C(C)(C)(C)OC(=O)N[C@@H](CC1=CC=CC=C1)C(=O)O (N-t-butyloxycarbonyl-L-phenylalanine), C1(CCCCC1)N=C=NC1CCCCC1 (dicyclohexylcarbodiimide), COC([C@@H](NC)CC1=CNC=N1)=O (N-Methyl-L-histidine methyl ester), O.ON1N=NC2=C1C=CC=C2 (1-hydroxybenzotriazole hydrate). The solvent is ClCCl (dichloromethane), C(C)N(CC)CC (triethylamine). Conditions: temperature 0 celsius. Product: C(C)(C)(C)OC(=O)N[C@@H](CC1=CC=CC=C1)C(=O)O.COC([C@@H](NC)CC1=CNC=N1)=O (N-t-butyloxycarbonyl-Phenylalanine N-methylHistidine methyl ester). Reaction SMILES: [CH3:1][O:2][C:3](=[O:13])[C@H:4]([CH2:7][C:8]1[N:12]=[CH:11][NH:10][CH:9]=1)[NH:5][CH3:6].[C:14]([O:18][C:19]([NH:21][C@H:22]([C:30]([OH:32])=[O:31])[CH2:23][C:24]1[CH:29]=[CH:28][CH:27]=[CH:26][CH:25]=1)=[O:20])([CH3:17])([CH3:16])[CH3:15].O.ON1C2C=CC=CC=2N=N1.C1(N=C=NC2CCCCC2)CCCCC1>ClCCl.C(N(CC)CC)C>[C:14]([O:18][C:19]([NH:21][C@H:22]([C:30]([OH:32])=[O:31])[CH2:23][C:24]1[CH:29]=[CH:28][CH:27]=[CH:26][CH:25]=1)=[O:20])([CH3:17])([CH3:15])[CH3:16].[CH3:1][O:2][C:3](=[O:13])[C@H:4]([CH2:7][C:8]1[N:12]=[CH:11][NH:10][CH:9]=1)[NH:5][CH3:6] |f:2.3,7.8|. Reported procedure: N-Methyl-L-histidine methyl ester (1.05 g.) from step a was dissolved in dichloromethane and at 0° C., 1.25 ml of triethylamine was added, followed by N-t-butyloxycarbonyl-L-phenylalanine (1.14 g.), 1-hydroxybenzotriazole hydrate (1.04 g.) and dicyclohexylcarbodiimide (0.89 g.) the mixture was stirred at 0° C. and allowed to slowly warm to 20° C. over a 4-5 hour period. It was then stirred an additional 10 hours. The slurry was filtered, concentrated, redissolved in 100 ml of ethyl acetate, the ... Starting materials: CN(C)C=C1CC2=C(N(CC1)C(C1=C(C=C(C=C1)[N+](=O)[O-])Cl)=O)C=CS2 (7-[(dimethyl-amino)methylene]-4,5,6,7-tetrahydro-4-(2-chloro-4-nitrobenzoyl)-8H-thieno[3,2-b]azepine), NN (hydrazine). Run in C(C)O (ethanol). Run at temperature 60 celsius. Yields the product ClC1=C(C(=O)N2C3=C(C4=C(CC2)C=NN4)SC=C3)C=CC(=C1)[N+](=O)[O-] (6-(2-Chloro-4-nitrobenzoyl)-1,4,5,6-tetrahydropyrazolo[3,4-d]thieno[3,2-b]azepine). As a reaction SMILES: C[N:2]([CH:4]=[C:5]1[CH2:11][CH2:10][N:9]([C:12](=[O:23])[C:13]2[CH:18]=[CH:17][C:16]([N+:19]([O-:21])=[O:20])=[CH:15][C:14]=2[Cl:22])[C:8]2[CH:24]=[CH:25][S:26][C:7]=2[CH2:6]1)C.[NH2:27]N>C(O)C>[Cl:22][C:14]1[CH:15]=[C:16]([N+:19]([O-:21])=[O:20])[CH:17]=[CH:18][C:13]=1[C:12]([N:9]1[CH2:10][CH2:11][C:5]2[CH:4]=[N:2][NH:27][C:6]=2[C:7]2[S:26][CH:25]=[CH:24][C:8]1=2)=[O:23]. Procedure: To a mixture of 2.2 g of 7-[(dimethyl-amino)methylene]-4,5,6,7-tetrahydro-4-(2-chloro-4-nitrobenzoyl)-8H-thieno[3,2-b]azepine in 40 ml of ethanol is added 341 μl of hydrazine followed by heating at 60° C. for 1.5 hours. The volatiles are evaporated in vacuo to a residue which is dissolved in 100 ml of ethyl acetate and filtered through a pad of hydrous magnesium silicate. The filtrate is evaporated in vacuo to give 1.85 g of the desired product as a yellow-orange solid. Reactants: CC[O-], CCO, CCOC(C)=O, CCOC(=O)C=C(O)c1cccc(Cl)c1C1(C(=O)OCC)CCOCC1, Cl, [Na+]. Yields the product CCOC(=O)C1C(=O)C2(CCOCC2)c2c(Cl)cccc2C1O. As a reaction SMILES: [CH3:27][CH2:28][O-:29].[CH3:32][CH2:33][OH:34].[CH3:35][CH2:36][O:37][C:38]([CH3:39])=[O:40].[Cl:1][c:2]1[c:3]([C:16]2([C:22](=[O:23])[O:24][CH2:25][CH3:26])[CH2:17][CH2:18][O:19][CH2:20][CH2:21]2)[c:4]([C:8](=[CH:9][C:10](=[O:11])[O:12][CH2:13][CH3:14])[OH:15])[cH:5][cH:6][cH:7]1.[ClH:31].[Na+:30]>>[Cl:1][c:2]1[c:3]2[c:4]([cH:5][cH:6][cH:7]1)[CH:8]([OH:15])[CH:9]([C:10](=[O:11])[O:12][CH2:13][CH3:14])[C:22](=[O:23])[C:16]21[CH2:17][CH2:18][O:19][CH2:20][CH2:21]1. Reactants: COC1=CC=C2C(C=C(NC2=C1)C1=CC=CC=C1)=O (7-methoxy-2-phenyl-1H-quinolin-4-one), C(=O)([O-])[O-].[K+].[K+] (K2CO3), C(Cl)C1CO1 ((RS)-epichlorohydrin). Solvent: CN(C)C=O (DMF), C(Cl)Cl (CH2Cl2). Conditions: temperature 65 celsius, time 3 hour. Yields the product COC1=CC=C2C(=CC(=NC2=C1)C1=CC=CC=C1)OCC1OC1 ((RS)-7-methoxy-4-oxiranylmethoxy-2-phenyl-quinoline). Isolated yield 56.9%. RXN SMILES: [CH3:1][O:2][C:3]1[CH:12]=[C:11]2[C:6]([C:7](=[O:19])[CH:8]=[C:9]([C:13]3[CH:18]=[CH:17][CH:16]=[CH:15][CH:14]=3)[NH:10]2)=[CH:5][CH:4]=1.C([O-])([O-])=O.[K+].[K+].[CH2:26]([CH:28]1[O:30][CH2:29]1)Cl>CN(C=O)C.C(Cl)Cl>[CH3:1][O:2][C:3]1[CH:12]=[C:11]2[C:6]([C:7]([O:19][CH2:26][CH:28]3[CH2:29][O:30]3)=[CH:8][C:9]([C:13]3[CH:14]=[CH:15][CH:16]=[CH:17][CH:18]=3)=[N:10]2)=[CH:5][CH:4]=1 |f:1.2.3|. Reported procedure: To a solution of 7-methoxy-2-phenyl-1H-quinolin-4-one (1.5 g, 6 mmol) in DMF (11 ml) were added successively K2CO3 (1.66 g, 12 mmol) and (RS)-epichlorohydrin (1.9 ml, 24 mmol). The reaction mixture was stirred at 65° C. for 3 hours, then cooled to room temperature and diluted with CH2Cl2 (25 ml). Solid was filtrated, and filtrate was concentrated. The residue was chromatographed over silica gel (hexane-ethyl acetate, 4:1) to provide (RS)-7-methoxy-4-oxiranylmethoxy-2-phenyl-quinoline (1.05 g, 57... The reactants are [Li]CCCC, C#CCOC(C)OCC, CSc1ccc(C=O)cc1, [Cl-], [NH4+], C1CCOC1. Product: CCOC(C)OCC#CC(O)c1ccc(SC)cc1. Reaction SMILES: [CH2:10]([Li:11])[CH2:12][CH2:13][CH3:14].[CH2:1]([CH3:2])[O:3][CH:4]([CH3:5])[O:6][CH2:7][C:8]#[CH:9].[CH3:15][S:16][c:17]1[cH:18][cH:19][c:20]([CH:21]=[O:22])[cH:23][cH:24]1.[Cl-:25].[NH4+:26].[O:27]1[CH2:28][CH2:29][CH2:30][CH2:31]1>>[CH2:1]([CH3:2])[O:3][CH:4]([CH3:5])[O:6][CH2:7][C:8]#[C:9][CH:21]([c:20]1[cH:19][cH:18][c:17]([S:16][CH3:15])[cH:24][cH:23]1)[OH:22]. Reactants: Cl (hydrochloric acid), P(OC)(OC)[O-] (dimethyl phosphite), COC1=CC=C(C=O)C=C1 (p-methoxybenzaldehyde). Reaction conditions: time 30 minute. The product is O[C@H](C1=CC=C(C=C1)OC)P(OC)(OC)=O (dimethyl (S)-hydroxy(p-methoxyphenyl)methylphosphonate), final product. The yield is 88.0%. RXN SMILES: [P:1]([O-:6])([O:4][CH3:5])[O:2][CH3:3].[CH3:7][O:8][C:9]1[CH:16]=[CH:15][C:12]([CH:13]=[O:14])=[CH:11][CH:10]=1.Cl>>[OH:14][C@@H:13]([P:1](=[O:6])([O:4][CH3:5])[O:2][CH3:3])[C:12]1[CH:15]=[CH:16][C:9]([O:8][CH3:7])=[CH:10][CH:11]=1. Procedure details: The solution of ALB in tetrahydrofuran (0.1M, 0.40 ml) obtained in Example 1 was concentrated at room temperature for 1 hour under reduced pressure, then 0.4 ml of toluene was added thereto under an argon atmosphere. To this solution was added dimethyl phosphite (37 μl, 0.40 mmol) at room temperature. After stirring for 30 minutes at room temperature, the reaction vessel was cooled to -40° C., and it was maintained at this temperature for 15 minutes. Then, p-methoxybenzaldehyde (0.40 mmol) was a... The reactants are BrC1=C(C=CC=2N=C(SC21)Cl)OC (7-bromo-2-chloro-6-methoxybenzo[d]thiazole), Cl.N[C@H]1[C@@H](CCCC1)O ((1R,2R)-2-aminocyclohexanol hydrochloride), CCN(C(C)C)C(C)C (DIPEA). Run in CN1CCCC1=O (NMP), C([O-])(O)=O.[Na+] (sodium bicarbonate). Run at temperature 125 celsius, time 12 hour. The product is BrC1=C(C=CC=2N=C(SC21)N[C@H]2[C@@H](CCCC2)O)OC ((1R,2R)-2-(7-bromo-6-methoxybenzo[d]thiazol-2ylamino)cyclohexanol). RXN SMILES: [Br:1][C:2]1[C:10]2[S:9][C:8](Cl)=[N:7][C:6]=2[CH:5]=[CH:4][C:3]=1[O:12][CH3:13].Cl.[NH2:15][C@@H:16]1[CH2:21][CH2:20][CH2:19][CH2:18][C@H:17]1[OH:22].CCN(C(C)C)C(C)C>CN1C(=O)CCC1.C(=O)(O)[O-].[Na+]>[Br:1][C:2]1[C:10]2[S:9][C:8]([NH:15][C@@H:16]3[CH2:21][CH2:20][CH2:19][CH2:18][C@H:17]3[OH:22])=[N:7][C:6]=2[CH:5]=[CH:4][C:3]=1[O:12][CH3:13] |f:1.2,5.6|. Procedure: To the solution of 7-bromo-2-chloro-6-methoxybenzo[d]thiazole (150 mg, 0.539 mmol, 1.0 eq) in 1 mL of NMP was added (1R,2R)-2-aminocyclohexanol hydrochloride (0.123 mg, 0.809 mmol, 1.5 eq) and DIPEA (263 μL, 1.503 mmol, 2.8 eq) at room temperature. The reaction mixture was stirred at 125° C. for 12 hours, thereafter the mixture was diluted with saturated sodium bicarbonate solution (ca. 100 mL) and aqueous layer extracted with ethyl acetate (ca. 200 mL×3). Combined organic layers were dried over...